This data is from the Open Reaction Database (ORD), a public repository of structured organic reaction records. The task is: describe an organic reaction: reactants, conditions, products, and yield The reactants are ClC1=C(C=CC(=C1)C1=CC=CC=C1)O (2-chloro-4-phenylphenol), COC(=O)C=1OC(=CC1)CCl (5-chloromethylfuran-2-carboxylic acid methyl ester). The product is ClC=1C=C(C=CC1OCC1=CC=C(O1)C(=O)O)C1=CC=CC=C1 (5-(3-Chloro-biphenyl-4-yloxymethyl)-furan-2-carboxylic acid). Reaction SMILES: [Cl:1][C:2]1[CH:7]=[C:6]([C:8]2[CH:13]=[CH:12][CH:11]=[CH:10][CH:9]=2)[CH:5]=[CH:4][C:3]=1[OH:14].C[O:16][C:17]([C:19]1[O:20][C:21]([CH2:24]Cl)=[CH:22][CH:23]=1)=[O:18]>>[Cl:1][C:2]1[CH:7]=[C:6]([C:8]2[CH:13]=[CH:12][CH:11]=[CH:10][CH:9]=2)[CH:5]=[CH:4][C:3]=1[O:14][CH2:24][C:21]1[O:20][C:19]([C:17]([OH:18])=[O:16])=[CH:23][CH:22]=1. Reported procedure: 5-(3-Chloro-biphenyl-4-yloxymethyl)-furan-2-carboxylic acid was prepared using general procedure A from 2-chloro-4-phenylphenol (available from TCI America, Portland, Oreg.) and 5-chloromethylfuran-2-carboxylic acid methyl ester (available from Aldrich, Milwaukee, Wis., or from Maybridge plc, Tintagel, UK). Yield: 66 mg. Mass spectrum (ES) MH+=329. Reactants: O=C([O-])[O-], C=C(OCC)[Sn](CCCC)(CCCC)CCCC, C1COCCO1, [Cl-], Cl, [K+], [K+], [Li+], O, O=C(NCCCCN1CCc2ccc(OS(=O)(=O)C(F)(F)F)cc2C1)c1ccc(-c2ccccc2)cc1. Product: CC(=O)c1ccc2c(c1)CN(CCCCNC(=O)c1ccc(-c3ccccc3)cc1)CC2. RXN SMILES: [C:59](=[O:60])([O-:61])[O-:62].[CH2:38]([CH3:39])[O:40][C:41]([Sn:42]([CH2:43][CH2:44][CH2:45][CH3:46])([CH2:47][CH2:48][CH2:49][CH3:50])[CH2:51][CH2:52][CH2:53][CH3:54])=[CH2:55].[CH2:65]1[O:66][CH2:67][CH2:68][O:69][CH2:70]1.[Cl-:57].[ClH:58].[K+:63].[K+:64].[Li+:56].[OH2:71].[c:1]1(-[c:7]2[cH:8][cH:9][c:10]([C:11](=[O:12])[NH:13][CH2:14][CH2:15][CH2:16][CH2:17][N:18]3[CH2:19][c:20]4[cH:21][c:22]([O:28][S:29]([C:30]([F:31])([F:32])[F:33])(=[O:34])=[O:35])[cH:23][cH:24][c:25]4[CH2:26][CH2:27]3)[cH:36][cH:37]2)[cH:2][cH:3][cH:4][cH:5][cH:6]1>>[c:1]1(-[c:7]2[cH:8][cH:9][c:10]([C:11](=[O:12])[NH:13][CH2:14][CH2:15][CH2:16][CH2:17][N:18]3[CH2:19][c:20]4[cH:21][c:22]([C:38]([CH3:39])=[O:40])[cH:23][cH:24][c:25]4[CH2:26][CH2:27]3)[cH:36][cH:37]2)[cH:2][cH:3][cH:4][cH:5][cH:6]1. Reactants: [N+](=O)([O-])C1=CC=C(C=C1)OC(=O)OCC1=CN=CS1 (5-(p-nitrophenyloxycarbonyloxy-methyl)thiazole), CN(C)C=O (DMF), product, CN(C)C=O (DMF), C1(=CC=CC=C1)B(O)O (phenylboronic acid), O (water). The solvent is C1(=CC=CC=C1)C (toluene), Cl (HCl). Conditions: temperature -60 celsius, time 8 hour. The product is CN(C(=O)OCC1=CN=CS1)C(CC(CCCC1=CC=CC=C1)O)C1=CC=CC=C1 ((N-Methyl-N-((5-thiazolyl)methoxycarbonyl)amino)-1,6-diphenyl-3-hydroxyhexane). RXN SMILES: [C:1]1(B(O)O)[CH:6]=[CH:5][CH:4]=[CH:3][CH:2]=1.[OH2:10].[N+](C1C=CC(O[C:21]([O:23][CH2:24][C:25]2[S:29][CH:28]=[N:27][CH:26]=2)=[O:22])=CC=1)([O-])=O.C[N:31]([CH:33]=O)[CH3:32]>C1(C)C=CC=CC=1.Cl>[CH3:32][N:31]([CH:33]([C:1]1[CH:6]=[CH:5][CH:4]=[CH:3][CH:2]=1)[CH2:3][CH:2]([OH:10])[CH2:1][CH2:6][CH2:5][C:1]1[CH:6]=[CH:5][CH:4]=[CH:3][CH:2]=1)[C:21]([O:23][CH2:24][C:25]1[S:29][CH:28]=[N:27][CH:26]=1)=[O:22]. Procedure details: The product of Example 66F (9.5 g, 33.4 mmol) and phenylboronic acid (4.1 g, 33.6 mmol) were combined in toluene (150 mL) and refluxed for 2.5 hours with azeotropic water removal (Dean-Stark trap). Toluene (100 mL) was distilled out at atmospheric pressure, then the remaining toluene was removed under vacuum, to provide a yellow syrup which was dissolved in DMF (50 mL) and cooled to -60° C. A solution of 5-(p-nitrophenyloxycarbonyloxy-methyl)thiazole (9.5 g, 33.5 mmol)in DMF (50 mL) was added ov... Starting materials: CCOC(=O)CC1Nc2cc(Cl)c(S(N)(=O)=O)cc2S(=O)(=O)N1, CCO, [Na+], [OH-]. Product: NS(=O)(=O)c1cc2c(cc1Cl)NC(CC(=O)O)NS2(=O)=O. Reaction SMILES: [CH2:1]([CH3:2])[O:3][C:4](=[O:5])[CH2:6][CH:7]1[NH:8][S:9](=[O:22])(=[O:23])[c:10]2[c:11]([cH:13][c:14]([Cl:21])[c:15]([S:17]([NH2:18])(=[O:19])=[O:20])[cH:16]2)[NH:12]1.[CH3:26][CH2:27][OH:28].[Na+:25].[OH-:24]>>[O:3]=[C:4]([OH:5])[CH2:6][CH:7]1[NH:8][S:9](=[O:22])(=[O:23])[c:10]2[c:11]([cH:13][c:14]([Cl:21])[c:15]([S:17]([NH2:18])(=[O:19])=[O:20])[cH:16]2)[NH:12]1.